This data is from the Open Reaction Database (ORD), a public repository of structured organic reaction records. The task is: describe an organic reaction: reactants, conditions, products, and yield The reactants are C(=O)(C(F)(F)F)O (TFA), FC=1C(=C(C=NC1)NC(OC(C)(C)C)=O)C1CCN(CC1)C1COC1 (tert-butyl N-[5-fluoro-4-[1-(oxetan-3-yl)-4-piperidyl]-3-pyridyl]carbamate). Solvent: C(Cl)Cl (DCM). Run at time 4 hour. The product is FC=1C(=C(C=NC1)N)C1CCN(CC1)C1COC1 (5-fluoro-4-(1-(oxetan-3-yl)piperidin-4-yl)pyridin-3-amine). Isolated yield 87.6%. As a reaction SMILES: C(O)(C(F)(F)F)=O.[F:8][C:9]1[C:10]([CH:23]2[CH2:28][CH2:27][N:26]([CH:29]3[CH2:32][O:31][CH2:30]3)[CH2:25][CH2:24]2)=[C:11]([NH:15]C(=O)OC(C)(C)C)[CH:12]=[N:13][CH:14]=1>C(Cl)Cl>[F:8][C:9]1[C:10]([CH:23]2[CH2:28][CH2:27][N:26]([CH:29]3[CH2:32][O:31][CH2:30]3)[CH2:25][CH2:24]2)=[C:11]([NH2:15])[CH:12]=[N:13][CH:14]=1. Reported procedure: TFA (1 mL, 12.98 mmol) was added to a stirred solution of tert-butyl N-[5-fluoro-4-[1-(oxetan-3-yl)-4-piperidyl]-3-pyridyl]carbamate (174 mg, 0.4951 mmol) in DCM (5 mL) and the reaction stirred at ambient temperature for 4 hours. The solvent was removed in vacuo and the residue azeotroped with DCM (×2) and ether (×2). The residue was passed through a 5 g SCX-2 cartridge and washed with MeOH/DCM mixtures. The product was eluted by washing the cartridge with 2M NH3 in MeOH/DCM mixtures and concent... Reactants: C(C1=C[N+](=CC=C1)[O-])(=O)O (nicotinic acid 1-oxide), CC(C=1C=C(OCCCN)C=CC1)N1CCCCC1 (3-[3-(methylpiperidinomethyl)phenoxy]propylamine), C1(CCCCC1)N=C=NC1CCCCC1 (dicyclohexylcarbodiimide). Reagents/catalysts: CN(C1=CC=NC=C1)C (4-dimethylaminopyridine). Run in C(C)#N (acetonitrile), C(C)#N (acetonitrile). Run at time 10 minute. Product: CC1CN(CCC1)CC=1C=C(OCCCNC(=O)C=2C=[N+](C=CC2)[O-])C=CC1 (N-[3-[3-(3-methylpiperidinomethyl)phenoxy]propyl]-3-pyridinecarboxamide 1-oxide), product. As a reaction SMILES: [C:1]([OH:10])(=O)[C:2]1[CH:7]=[CH:6][CH:5]=[N+:4]([O-:8])[CH:3]=1.[CH:11]1(N=C=NC2CCCCC2)CCCCC1.C[CH:27]([N:39]1[CH2:44][CH2:43][CH2:42][CH2:41][CH2:40]1)[C:28]1[CH:29]=[C:30]([CH:36]=[CH:37][CH:38]=1)[O:31][CH2:32][CH2:33][CH2:34][NH2:35]>CN(C)C1C=CN=CC=1.C(#N)C>[CH3:11][CH:43]1[CH2:42][CH2:41][CH2:40][N:39]([CH2:27][C:28]2[CH:29]=[C:30]([CH:36]=[CH:37][CH:38]=2)[O:31][CH2:32][CH2:33][CH2:34][NH:35][C:1]([C:2]2[CH:3]=[N+:4]([O-:8])[CH:5]=[CH:6][CH:7]=2)=[O:10])[CH2:44]1. Procedure: To a solution of 5 g of 4-dimethylaminopyridine in 80 ml of acetonitrile there is added 5.6 g of nicotinic acid 1-oxide. The mixture is stirred 10 minutes at room temperature and then added with 9.2 g of dicyclohexylcarbodiimide. After standing 5 minutes at room temperature, there are added 10 g of 3-[3-(methylpiperidinomethyl)phenoxy]propylamine dissolved in 20 ml of acetonitrile. A weakly exothermic reaction (from 20° to 25° C.) and a dissolution which within 5 minutes is almost completed, are...